From a dataset of the Open Reaction Database (ORD), a public repository of structured organic reaction records. describe an organic reaction: reactants, conditions, products, and yield Starting materials: CCOC(=O)c1cn(C)c2cc(Cl)sc2c1=O, Cl, [Na+], [OH-]. The product is Cn1cc(C(=O)O)c(=O)c2sc(Cl)cc21. Reaction SMILES: [Cl:1][c:2]1[cH:3][c:4]2[n:5]([CH3:17])[cH:6][c:7]([C:12](=[O:13])[O:14][CH2:15][CH3:16])[c:8](=[O:11])[c:9]2[s:10]1.[ClH:18].[Na+:20].[OH-:19]>>[Cl:1][c:2]1[cH:3][c:4]2[n:5]([CH3:17])[cH:6][c:7]([C:12](=[O:13])[OH:14])[c:8](=[O:11])[c:9]2[s:10]1. The reactants are Ru[(S,S)-Tsdpen], C1(C=CCC1)=O (2-cyclopentenone), C(CC(=O)C)(=O)OC (methyl acetoacetate). Run in CC(C)(C)O (2-methyl-2-propanol). Reaction conditions: temperature 40 celsius, time 24 hour. Product: C(C)(=O)C(C1CC(CC1)=O)C(=O)OC (3-[(acetyl) (methoxycarbonyl)methyl]cyclopentanone). The yield is 98.9%. Reaction SMILES: [C:1]1(=[O:6])[CH2:5][CH2:4][CH:3]=[CH:2]1.[C:7]([O:13][CH3:14])(=[O:12])[CH2:8][C:9]([CH3:11])=[O:10]>CC(O)(C)C>[C:9]([CH:8]([C:7]([O:13][CH3:14])=[O:12])[CH:3]1[CH2:4][CH2:5][C:1](=[O:6])[CH2:2]1)(=[O:10])[CH3:11]. Reported procedure: Under an atmosphere of argon, 12.6 mg (0.02 mmol, S/C=50) of Ru[(S,S)-Tsdpen] (hexamethylbenzene), 84 μL (1.0 mmol) of 2-cyclopentenone, 108 μL (1.0 mmol) of methyl acetoacetate, and 1 mL of 2-methyl-2-propanol were placed in a 20 mL Schlenk tube and stirred at 40° C. for 24 hours. This solution was purified by flash column chromatography (hexane/acetone=90/10, SiO2) to give 196 mg (99% yield) of the title compound. The percentage diastereomeric excess and the percentage enantiomeric excess were... As a reaction SMILES: [C:1]([O:4][C:5]1[C:22]([CH:23]=[O:24])=[CH:21][C:20]2[C@@H:19]3[C@H:10]([C@H:11]4[C@@:15]([CH2:17][CH2:18]3)([CH3:16])[C:14](=[O:25])[CH2:13][CH2:12]4)[CH2:9][CH2:8][C:7]=2[CH:6]=1)(=[O:3])[CH3:2].OO.[OH:28]P([O-])(O)=O.[Na+].Cl([O-])=O.[Na+]>C(#N)C.O>[C:1]([O:4][C:5]1[C:22]([C:23]([OH:28])=[O:24])=[CH:21][C:20]2[C@@H:19]3[C@H:10]([C@H:11]4[C@@:15]([CH2:17][CH2:18]3)([CH3:16])[C:14](=[O:25])[CH2:13][CH2:12]4)[CH2:9][CH2:8][C:7]=2[CH:6]=1)(=[O:3])[CH3:2] |f:2.3,4.5|. Solvent: C(C)#N (acetonitrile), O (H2O), O (H2O). Reported procedure: To a suspension of 3-acetoxyestra-1,3,5(10)-trien-17-one-2-carboxaldehyde (61, 1.20 g, 3.5 mmol) in acetonitrile (17 mL) and H2O (2.1 mL) were added 30% hydrogen peroxide (0.53 mL) and sodium phosphate monobasic (1.79 g) at room temperature. Sodium chlorite (0.935 g in a H2O (7.0 mL) solution) was added dropwise to the reaction mixture over a 1 h period, and stirring continued for an additional 2 h at room temperature. The reaction mixture was quenched with sodium sulfite, acidified with 10% HCl... Conditions: time 2 hour. Isolated yield 85.0%. The reactants are C(C)(=O)OC1=CC=2CC[C@H]3[C@@H]4CCC([C@@]4(C)CC[C@@H]3C2C=C1C=O)=O (3-Acetoxyestra-1,3,5(10)-trien-17-one-2-carboxaldehyde), Cl(=O)[O-].[Na+] (Sodium chlorite), OO (hydrogen peroxide), OP(=O)(O)[O-].[Na+] (sodium phosphate monobasic). Product: C(C)(=O)OC1=CC=2CC[C@H]3[C@@H]4CCC([C@@]4(C)CC[C@@H]3C2C=C1C(=O)O)=O (3-Acetoxyestra-1,3,5(10)-trien-17-one-2-carboxylic acid).